This data is from the Open Reaction Database (ORD), a public repository of structured organic reaction records. The task is: describe an organic reaction: reactants, conditions, products, and yield Reactants: BrC1=CC2=C(N=C(O2)C2=CC=C(C=C2)C)C=C1 (6-bromo-2-p-tolyl-benzoxazole), BrN1C(CCC1=O)=O (N-bromosuccinimide), C(C1=CC=CC=C1)(=O)OOC(C1=CC=CC=C1)=O (dibenzoylperoxide). Run in C(Cl)(Cl)(Cl)Cl (carbon tetrachloride). Yields the product BrC1=CC2=C(N=C(O2)C2=CC=C(C=C2)CBr)C=C1 (6-bromo-2-(4-bromomethyl-phenyl)-benzoxazole). As a reaction SMILES: [Br:1][C:2]1[CH:17]=[CH:16][C:5]2[N:6]=[C:7]([C:9]3[CH:14]=[CH:13][C:12]([CH3:15])=[CH:11][CH:10]=3)[O:8][C:4]=2[CH:3]=1.[Br:18]N1C(=O)CCC1=O.C(OOC(=O)C1C=CC=CC=1)(=O)C1C=CC=CC=1>C(Cl)(Cl)(Cl)Cl>[Br:1][C:2]1[CH:17]=[CH:16][C:5]2[N:6]=[C:7]([C:9]3[CH:10]=[CH:11][C:12]([CH2:15][Br:18])=[CH:13][CH:14]=3)[O:8][C:4]=2[CH:3]=1. Reported procedure: 3.00 g (10.41 mmol) 6-bromo-2-p-tolyl-benzoxazole are stirred together with 1.90 g (10.68 mmol) N-bromosuccinimide, 10.00 mg (0.04 mmol) dibenzoylperoxide and 60 ml carbon tetrachloride for 2 h at 90°. The reaction mixture is filtered through kieselguhr, then the solv. is eliminated by rotary evaporation in vacuo and the residue is recrystallised from petroleum ether.